Dataset: the Open Reaction Database (ORD), a public repository of structured organic reaction records. Task: describe an organic reaction: reactants, conditions, products, and yield The reactants are BrC=1C=C(C(=C(C1)O)F)F (5-bromo-2,3-difluorophenol), C(C#C)Br (propargyl bromide), C([O-])([O-])=O.[K+].[K+] (potassium carbonate). Solvent: CC(=O)CC (ethyl methyl ketone). Yields the product BrC=1C=C(C(=C(C1)F)F)OCC#C (5-bromo-1,2-difluoro-3-prop-2-ynyloxybenzene). As a reaction SMILES: [Br:1][C:2]1[CH:3]=[C:4]([F:10])[C:5]([F:9])=[C:6]([OH:8])[CH:7]=1.[CH2:11](Br)[C:12]#[CH:13].C(=O)([O-])[O-].[K+].[K+]>CC(CC)=O>[Br:1][C:2]1[CH:7]=[C:6]([O:8][CH2:13][C:12]#[CH:11])[C:5]([F:9])=[C:4]([F:10])[CH:3]=1 |f:2.3.4|. Procedure details: 50.0 g (0.24 mol) of 5-bromo-2,3-difluorophenol are refluxed for 3 h together with 32.0 ml (0.29 mol) of propargyl bromide (80% soln. in toluene) and 39.7 g (0.29 mol) of potassium carbonate in 860 ml of ethyl methyl ketone. The batch is filtered, and the filter residue is washed with MTBE. The filtrate is concentrated to dryness, and the residue is purified by column chromatography (SiO2, n-heptane:MTBE=3:1).